From a dataset of the Open Reaction Database (ORD), a public repository of structured organic reaction records. describe an organic reaction: reactants, conditions, products, and yield Reactants: Cl.C(C)(=O)OCC (hydrogen chloride ethyl acetate), ClC1=CC(=C(C=C1)NC(=O)[C@H]1N(CCC1)C(=O)OC(C)(C)C)C(=O)OC (tert-butyl (2S)-2-{[4-chloro-2-(methoxycarbonyl)phenyl]carbamoyl}pyrrolidine-1-carboxylate). Run in C(C)(=O)OCC (ethyl acetate). Reaction conditions: time 5 hour. The product is Cl.ClC=1C=CC(=C(C(=O)OC)C1)NC([C@H]1NCCC1)=O (methyl 5-chloro-2-(L-prolylamino)benzoate hydrochloride). Isolated yield 196.9%. Reaction SMILES: Cl.C(OCC)(=O)C.[Cl:8][C:9]1[CH:14]=[CH:13][C:12]([NH:15][C:16]([C@@H:18]2[CH2:22][CH2:21][CH2:20][N:19]2C(OC(C)(C)C)=O)=[O:17])=[C:11]([C:30]([O:32][CH3:33])=[O:31])[CH:10]=1>C(OCC)(=O)C>[ClH:8].[Cl:8][C:9]1[CH:14]=[CH:13][C:12]([NH:15][C:16](=[O:17])[C@@H:18]2[CH2:22][CH2:21][CH2:20][NH:19]2)=[C:11]([CH:10]=1)[C:30]([O:32][CH3:33])=[O:31] |f:0.1,4.5|. Procedure details: 4N hydrogen chloride/ethyl acetate (10 mL) was added to an ethyl acetate (10 mL) solution comprising 1.40 g (3.66 mmol) of tert-butyl (2S)-2-{[4-chloro-2-(methoxycarbonyl)phenyl]carbamoyl}pyrrolidine-1-carboxylate at 0° C., and the mixture was stirred at room temperature for 5 hours. After the reaction mixture was condensed, IPE was added to the residue, and white solids were collected by filtration, washed with IPE, and dried under reduced pressure at room temperature, thereby giving 1.15 g of ...